This data is from the Open Reaction Database (ORD), a public repository of structured organic reaction records. The task is: describe an organic reaction: reactants, conditions, products, and yield Starting materials: Brc1ccc(cn1)c2ccccc2, Cc1cc(O)ccc1B2OC(C)(C)C(C)(C)O2. Reagents/catalysts: CCN=P(N=P(N(C)C)(N(C)C)N(C)C)(N(C)C)N(C)C (P2-Et), CC(C)c1cc(C(C)C)c(-c2ccccc2[PH](C(C)(C)C)(C(C)(C)C)[Pd]2(OS(C)(=O)=O)Nc3ccccc3-c3ccccc32)c(C(C)C)c1 (tBuXphos G3). Run in CS(C)=O (DMSO), O (water), CS(C)=O (DMSO), CS(C)=O (DMSO), CS(C)=O (DMSO). Run at time 22 hour. Yields the product Cc1cc(O)ccc1c2ccc(cn2)c3ccccc3, Brc1ccc(cn1)c2ccccc2, c1ccc(-c2ccccc2)cc1. Reactants: ClC1=C(C=NC=C1)C (4-Chloro-3-methylpyridine), C([O-])([O-])=O.[K+].[K+] (potassium carbonate), C(C)(C)(C)OC(=O)C=1C=C(C=CC1)B(O)O (3-(tert-butoxycarbonyl)phenylboronic acid), aqueous solution. The reagents and catalysts are C1(=CC=CC=C1)P(C1=CC=CC=C1)C1=CC=CC=C1.C1(=CC=CC=C1)P(C1=CC=CC=C1)C1=CC=CC=C1.C1(=CC=CC=C1)P(C1=CC=CC=C1)C1=CC=CC=C1.C1(=CC=CC=C1)P(C1=CC=CC=C1)C1=CC=CC=C1.[Pd] (palladium tetrakis(triphenylphosphine)). The solvent is COCCOC (1,2-dimethoxyethane). Reaction conditions: temperature 80 celsius. Product: CC=1C=NC=CC1C=1C=C(C(=O)OC(C)(C)C)C=CC1 (tert-butyl 3-(3-methylpyridin-4-yl)benzoate). Isolated yield 71.3%. RXN SMILES: Cl[C:2]1[CH:7]=[CH:6][N:5]=[CH:4][C:3]=1[CH3:8].[C:9]([O:13][C:14]([C:16]1[CH:17]=[C:18](B(O)O)[CH:19]=[CH:20][CH:21]=1)=[O:15])([CH3:12])([CH3:11])[CH3:10].C(=O)([O-])[O-].[K+].[K+]>COCCOC.C1(P(C2C=CC=CC=2)C2C=CC=CC=2)C=CC=CC=1.C1(P(C2C=CC=CC=2)C2C=CC=CC=2)C=CC=CC=1.C1(P(C2C=CC=CC=2)C2C=CC=CC=2)C=CC=CC=1.C1(P(C2C=CC=CC=2)C2C=CC=CC=2)C=CC=CC=1.[Pd]>[CH3:8][C:3]1[CH:4]=[N:5][CH:6]=[CH:7][C:2]=1[C:20]1[CH:21]=[C:16]([CH:17]=[CH:18][CH:19]=1)[C:14]([O:13][C:9]([CH3:11])([CH3:12])[CH3:10])=[O:15] |f:2.3.4,6.7.8.9.10|. Procedure: 4-Chloro-3-methylpyridine (2.00 g, 15.7 mmol), 3-(tert-butoxycarbonyl)phenylboronic acid (5.42 g, 24.4 mmol), a 2M aqueous solution of potassium carbonate (31.4 mL, 62.8 mmol), and palladium tetrakis(triphenylphosphine) (Pd(PPh3)4, 0.906 g, 0.784 mmol) were suspended in 1,2-dimethoxyethane (DME, 150 mL). The resulting mixture was stirred and heated to 80° C. for 60 hours. The crude reaction mixture was cooled to room temperature and then the layers were separated. The organic layer was evaporate... Starting materials: NC1=C(C=NN1C=1C=C(C(=O)NC2CC2)C=CC1C)C(C1=CC(=CC=C1)C=O)=O (3-[5-amino-4-(3-formyl-benzoyl)-pyrazol-1-yl]-N-cyclopropyl-4-methyl-benzamide), [OH-].[Na+] (NaOH), [BH4-].[Na+] (NaBH4). The solvent is CO (methanol). Reaction conditions: time 1 hour. The product is NC1=C(C=NN1C=1C=C(C(=O)NC2CC2)C=CC1C)C(C1=CC(=CC=C1)CO)=O (3-[5-amino-4-(3-hydroxymethyl-benzoyl)-pyrazol-1-yl]-N-cyclopropyl-4-methyl-benzamide), solid. Isolated yield 58.0%. RXN SMILES: [NH2:1][C:2]1[N:6]([C:7]2[CH:8]=[C:9]([CH:16]=[CH:17][C:18]=2[CH3:19])[C:10]([NH:12][CH:13]2[CH2:15][CH2:14]2)=[O:11])[N:5]=[CH:4][C:3]=1[C:20](=[O:29])[C:21]1[CH:26]=[CH:25][CH:24]=[C:23]([CH:27]=[O:28])[CH:22]=1.[BH4-].[Na+].[OH-].[Na+]>CO>[NH2:1][C:2]1[N:6]([C:7]2[CH:8]=[C:9]([CH:16]=[CH:17][C:18]=2[CH3:19])[C:10]([NH:12][CH:13]2[CH2:15][CH2:14]2)=[O:11])[N:5]=[CH:4][C:3]=1[C:20](=[O:29])[C:21]1[CH:26]=[CH:25][CH:24]=[C:23]([CH2:27][OH:28])[CH:22]=1 |f:1.2,3.4|. Procedure: To a mixture of 3-[5-amino-4-(3-formyl-benzoyl)-pyrazol-1-yl]-N-cyclopropyl-4-methyl-benzamide 6 (38 mg, 0.098 mmol) in methanol (3 mL) was added NaBH4 (11 mg, 0.29 mmol). The reaction mixture was stirred at room temperature for 1 h. Aqueous NaOH was added to quench the reaction and the mixture was extracted with ethyl acetate. The organic layer was separated and washed with water and saturated NaCl solution. The organic was then dried over Na2SO4, filtered and concentrated to give a residue tha...